This data is from the Open Reaction Database (ORD), a public repository of structured organic reaction records. The task is: describe an organic reaction: reactants, conditions, products, and yield The reactants are CCCCOC(=O)c1ccc(NCc2cc(Br)ccc2OCc2ccccc2)nn1, C=CCBr, C1CCOC1, C[Si](C)(C)[N-][Si](C)(C)C, [K+], O. Yields the product C=CCN(Cc1cc(Br)ccc1OCc1ccccc1)c1ccc(C(=O)OCCCC)nn1. As a reaction SMILES: [CH2:1]([c:2]1[cH:3][cH:4][cH:5][cH:6][cH:7]1)[O:8][c:9]1[c:10]([CH2:11][NH:12][c:13]2[cH:14][cH:15][c:16]([C:19](=[O:20])[O:21][CH2:22][CH2:23][CH2:24][CH3:25])[n:17][n:18]2)[cH:26][c:27]([Br:30])[cH:28][cH:29]1.[CH2:41]([CH:42]=[CH2:43])[Br:44].[CH2:46]1[O:47][CH2:48][CH2:49][CH2:50]1.[CH3:31][Si:32]([N-:33][Si:34]([CH3:35])([CH3:36])[CH3:37])([CH3:38])[CH3:39].[K+:40].[OH2:45]>>[CH2:1]([c:2]1[cH:3][cH:4][cH:5][cH:6][cH:7]1)[O:8][c:9]1[c:10]([CH2:11][N:12]([c:13]2[cH:14][cH:15][c:16]([C:19](=[O:20])[O:21][CH2:22][CH2:23][CH2:24][CH3:25])[n:17][n:18]2)[CH2:43][CH:42]=[CH2:41])[cH:26][c:27]([Br:30])[cH:28][cH:29]1.